This data is from the Open Reaction Database (ORD), a public repository of structured organic reaction records. The task is: describe an organic reaction: reactants, conditions, products, and yield Starting materials: C(C)(=O)C1=CC=CC=C1 (acetophenone), O (Water), C1(CC1)NC(=O)C=1N=NN(C1CP(=O)(OCC)OCC)C1=CC=C(C=C1)C(=O)NCC (N-cyclopropyl-5-(diethylphosphonomethyl)-1-{4-[(ethylamino)carbonyl]phenyl}-1H-1,2,3-triazole-4-carboxamide), [H-].[Na+] (sodium hydride). The solvent is C1CCOC1 (THF), C1CCOC1 (THF). Conditions: time 1 hour. Yields the product C1(CC1)NC(=O)C=1N=NN(C1\C=C(/C)\C1=CC=CC=C1)C1=CC=C(C=C1)C(=O)NCC (N-cyclopropyl-1-{4-[(ethylamino)carbonyl]phenyl}-5-[(1E)-2-phenylprop-1-en-1-yl]-1H-1,2,3-triazole-4-carboxamide). Isolated yield 36.0%. Reaction SMILES: [CH:1]1([NH:4][C:5]([C:7]2[N:8]=[N:9][N:10]([C:21]3[CH:26]=[CH:25][C:24]([C:27]([NH:29][CH2:30][CH3:31])=[O:28])=[CH:23][CH:22]=3)[C:11]=2[CH2:12]P(OCC)(OCC)=O)=[O:6])[CH2:3][CH2:2]1.[H-].[Na+].[C:34]([C:37]1[CH:42]=[CH:41][CH:40]=[CH:39][CH:38]=1)(=O)[CH3:35].O>C1COCC1>[CH:1]1([NH:4][C:5]([C:7]2[N:8]=[N:9][N:10]([C:21]3[CH:26]=[CH:25][C:24]([C:27]([NH:29][CH2:30][CH3:31])=[O:28])=[CH:23][CH:22]=3)[C:11]=2/[CH:12]=[C:34](/[C:37]2[CH:42]=[CH:41][CH:40]=[CH:39][CH:38]=2)\[CH3:35])=[O:6])[CH2:2][CH2:3]1 |f:1.2|. Procedure details: To a suspension of N-cyclopropyl-5-(diethylphosphonomethyl)-1-{4-[(ethylamino)carbonyl]phenyl}-1H-1,2,3-triazole-4-carboxamide (450 mg, 1.00 mmol) obtained in Example 321b) in THF (5 ml) was added sodium hydride (50% oil dispersion, 75 mg) at 0° C., and the mixture was stirred at room temperature for 1 hr. A solution of acetophenone (117 μl) in THF (5 ml) was added to the obtained reaction mixture, and the mixture was stirred at room temperature for 3 hr. The reaction mixture was stirred at 60° ... Starting materials: C(C)I (ethyliodide), NC1=C(C(=CC=C1)CC(=O)[O-])C1=CC=CC=C1.[Na+] (Sodium 2-amino-6-biphenylacetate), O (water). The solvent is CN(C=O)C (dimethylformamide). Run at time 3 hour. Yields the product NC1=C(C(=CC=C1)CC(=O)OCC)C1=CC=CC=C1 (ethyl 2-amino-6-biphenylacetate). As a reaction SMILES: [NH2:1][C:2]1[CH:7]=[CH:6][CH:5]=[C:4]([CH2:8][C:9]([O-:11])=[O:10])[C:3]=1[C:12]1[CH:17]=[CH:16][CH:15]=[CH:14][CH:13]=1.[Na+].[CH2:19](I)[CH3:20].O>CN(C)C=O>[NH2:1][C:2]1[CH:7]=[CH:6][CH:5]=[C:4]([CH2:8][C:9]([O:11][CH2:19][CH3:20])=[O:10])[C:3]=1[C:12]1[CH:13]=[CH:14][CH:15]=[CH:16][CH:17]=1 |f:0.1|. Procedure: Sodium 2-amino-6-biphenylacetate is dissolved in dimethylformamide and the solution treated with ethyliodide. The solution is stirred at room temperature for about 3 hours, the solution added to water and the mixture extracted several times with benzene. The combined benzene extracts are washed with dilute base and water, dried over sodium sulfate, concentrated under reduced pressure and crystallized to give ethyl 2-amino-6-biphenylacetate. RXN SMILES: [CH2:1]([Li])[CH2:2][CH2:3][CH3:4].N1[C:10]2[N:11]=[CH:12][CH:13]=[N:14][C:9]=2N=C1.[CH3:15][N:16]([CH3:19])C=O.[C:20](=[O:23])([O-])O.[Na+].O1C[CH2:28][CH2:27][CH2:26]1>O>[CH2:1]([N:11]1[CH2:12][CH2:13][N:14]2[C:19]([CH:20]=[O:23])=[N:16][CH:15]=[C:9]2[CH2:10]1)[C:2]1[CH:28]=[CH:27][CH:26]=[CH:4][CH:3]=1 |f:3.4|. Product: C(C1=CC=CC=C1)N1CC=2N(CC1)C(=NC2)C=O (7-Benzyl-5,6,7,8-tetrahydro-imidazo[1,5-a]pyrazine-3-carbaldehyde). The reactants are CN(C=O)C (N,N-Dimethylformamide), C(CCC)[Li] (n-Butyllithium), N1C=NC2=C1N=CC=N2 (imidazopyrazine), 79, O1CCCC1 (tetrahydrofuran), C(O)([O-])=O.[Na+] (sodium hydrogen carbonate). The solvent is O (water). Conditions: temperature 0 celsius, time 10 minute. Reported procedure: n-Butyllithium (1.6M in hexane, 9 ml, 14.4 mmol) was added to the imidazopyrazine from preparation 79 (2.8 g, 13.13 mmol) in tetrahydrofuran (20 ml) under a nitrogen atmosphere at −78° C. at a rate that maintained the reaction temperature below −70° C. The mixture was warmed to 0° C. and was stirred for 10 minutes and then cooled to −78° C. N,N-Dimethylformamide (1.5 ml, 19.4 mmol) was added dropwise and the mixture was warmed to 0° C. and was stirred for 10 minutes. Saturated sodium hydrogen ca... The reactants are ClC1=NC=C(C(=N1)Cl)[N+](=O)[O-] (2,4-dichloro-5-nitro-pyrimidine), C([O-])(O)=O.[Na+] (sodium bicarbonate), C(C)OC(C(CNCCC=1SC=CC1)(F)F)=O (2,2-difluoro-3-(2-thiophen-2-yl-ethylamino)-propionic acid ethyl ester). Solvent: C(C)(=O)OCC (ethyl acetate), C(C)(=O)OCC (ethyl acetate). Reaction conditions: time 17 hour. Product: C(C)OC(C(CN(CCC=1SC=CC1)C1=NC(=NC=C1[N+](=O)[O-])Cl)(F)F)=O (3-[(2-chloro-5-nitro-pyrimidin-4-yl)-(2-thiophen-2-yl-ethyl)-amino]-2,2-difluoro-propionic acid ethyl ester). Yield: 98.3%. RXN SMILES: [CH2:1]([O:3][C:4](=[O:17])[C:5]([F:16])([F:15])[CH2:6][NH:7][CH2:8][CH2:9][C:10]1[S:11][CH:12]=[CH:13][CH:14]=1)[CH3:2].[Cl:18][C:19]1[N:24]=[C:23](Cl)[C:22]([N+:26]([O-:28])=[O:27])=[CH:21][N:20]=1.C(=O)(O)[O-].[Na+]>C(OCC)(=O)C>[CH2:1]([O:3][C:4](=[O:17])[C:5]([F:15])([F:16])[CH2:6][N:7]([C:21]1[C:22]([N+:26]([O-:28])=[O:27])=[CH:23][N:24]=[C:19]([Cl:18])[N:20]=1)[CH2:8][CH2:9][C:10]1[S:11][CH:12]=[CH:13][CH:14]=1)[CH3:2] |f:2.3|. Procedure details: A solution of 0.98 g (0.0037 mole) of 2,2-difluoro-3-(2-thiophen-2-yl-ethylamino)-propionic acid ethyl ester in 1 mL of ethyl acetate was added over 5 minutes to a cooled (0 degrees) mixture of 0.72 g (0.0037 mole) of 2,4-dichloro-5-nitro-pyrimidine, 1.3 g (0.15 mole) of sodium bicarbonate and 10 mL of ethyl acetate. The cooling bath was removed and the mixture stirred for 17 hours at room temperature. Activated charcoal was added and after stirring briefly, the mixture was filtered through a pa... Starting materials: C(C)(=O)OCC (ethyl acetate), OC=1C=C(C#N)C=CC1N (3-hydroxy-4-aminobenzonitrile), CCOC1=C(C(=O)C1=O)OCC (diethyl squarate), CCCCCC (hexane). Solvent: C(C)O (ethanol). Product: C(C)OC=1C(C(C1NC1=C(C=C(C=C1)C#N)O)=O)=O (3-ethoxy-4-(2-hydroxy-4-cyanophenyl)amino-3-cyclobutene-1,2-dione). RXN SMILES: [OH:1][C:2]1[CH:3]=[C:4]([CH:7]=[CH:8][C:9]=1[NH2:10])[C:5]#[N:6].[CH3:11][CH2:12][O:13][C:14]1[C:18](=O)[C:16](=[O:17])[C:15]=1[O:20]CC.CCCCCC.C(OCC)(=O)C>C(O)C>[CH2:12]([O:13][C:14]1[C:15](=[O:20])[C:16](=[O:17])[C:18]=1[NH:10][C:9]1[CH:8]=[CH:7][C:4]([C:5]#[N:6])=[CH:3][C:2]=1[OH:1])[CH3:11]. Procedure details: A solution of 3-hydroxy-4-aminobenzonitrile (1.08 g, 0.008 mol) and diethyl squarate (1.19 ml, 0.008 mol) in dry ethanol (22 ml) was heated at 85° C. for two days. During the course of the reaction, a tan precipitate forms. TLC (1:1 hexane:ethyl acetate) indicates that no starting material is present. The solid is filtered through a Buchner funnel, washed with cold ethanol, and collected to give 3-ethoxy-4-(2-hydroxy-4-cyanophenyl)amino-3-cyclobutene-1,2-dione, 1.19 g (0.0046 mol, 57%). Reactants: C(C)OP(OCC)(=O)CC(N(C)OC)=O (diethyl(N-methoxy-N-methyl-carbamoylmethyl)phosphonate), C(C)(C)[N-]C(C)C.[Li+] (lithium diisopropylamide), O1CCCC1 (tetrahydrofuran), C1(CCCC1)OC=1C=C(C=O)C=CC1OC (3-cyclopentyloxy-4-methoxybenzaldehyde), O1CCCC1 (tetrahydrofuran). The solvent is O (water). Reaction conditions: temperature -78 celsius, time 30 minute. Product: C1(CCCC1)OC=1C=C(C=CC1OC)C(C)C=1C(N=NC1C)=O (4-[1-(3-Cyclopentyloxy-4-methoxy-phenyl)ethyl]-5-methylpyrazol-3-one). Reaction SMILES: C(OP([CH2:9][C:10](=[O:15])[N:11](OC)C)(=O)OCC)C.[CH:16]([N-:19]C(C)C)(C)[CH3:17].[Li+].[CH:24]1([O:29][C:30]2[CH:31]=[C:32]([CH:35]=[CH:36][C:37]=2[O:38][CH3:39])[CH:33]=O)[CH2:28][CH2:27][CH2:26][CH2:25]1.O1CCC[CH2:41]1>O>[CH:24]1([O:29][C:30]2[CH:31]=[C:32]([CH:33]([C:9]3[C:10](=[O:15])[N:11]=[N:19][C:16]=3[CH3:17])[CH3:41])[CH:35]=[CH:36][C:37]=2[O:38][CH3:39])[CH2:28][CH2:27][CH2:26][CH2:25]1 |f:1.2|. Procedure: To a stirred solution of diethyl(N-methoxy-N-methyl-carbamoylmethyl)phosphonate (2.60 g, 10.90 mmol) in dry tetrahydrofuran (50 ml) at −78° C. was added lithium diisopropylamide (1.5M solution in cyclohexane, 7.33 ml, 11 mmol) dropwise over 3 minutes. The resulting solution was stirred at −78° C. for 30 minutes, after which time 3-cyclopentyloxy-4-methoxybenzaldehyde (1.5 g, 6.81 mmol) in dry tetrahydrofuran (5 ml) was added in one portion. The reaction was allowed to warm to room temperature an... Reaction SMILES: [N:1]1([CH:6]([C:10]2[CH:11]=[C:12]([NH2:17])[C:13]([NH2:16])=[CH:14][CH:15]=2)[CH:7]([CH3:9])[CH3:8])[CH:5]=[CH:4][N:3]=[CH:2]1.[ClH:18].[C:19](=N)(OCC)[CH3:20]>C(O)C>[ClH:18].[ClH:18].[N:1]1([CH:6]([C:10]2[CH:15]=[CH:14][C:13]3[NH:16][C:19]([CH3:20])=[N:17][C:12]=3[CH:11]=2)[CH:7]([CH3:8])[CH3:9])[CH:5]=[CH:4][N:3]=[CH:2]1 |f:1.2,4.5.6|. The reactants are N1(C=NC=C1)C(C(C)C)C=1C=C(C(=CC1)N)N (4-[1-(1H-imidazol-1-yl)-2-methylpropyl]-1,2-benzenediamine), Cl.C(C)(OCC)=N (ethyl ethanimidate hydrochloride). Isolated yield 44.0%. Reaction conditions: time 3 hour. Solvent: C(C)O (ethanol). Product: Cl.Cl.N1(C=NC=C1)C(C(C)C)C1=CC2=C(NC(=N2)C)C=C1 (5-[1-(1H-imidazol-1yl)-2-methylpropyl]-2-methyl-1H-benzimidazole dihydrochloride). Reported procedure: A mixture of 6.2 parts of 4-[1-(1H-imidazol-1-yl)-2-methylpropyl]-1,2-benzenediamine, 6.5 parts of ethyl ethanimidate hydrochloride and 80 parts of ethanol was stirred for 3 hours at reflux temperature. After evaporation to dry, the residue was taken up in water and sodium carbonate. The product was extracted three times with 120 parts of trichloromethane. The combined extracts were dried, filtered and evaporated. The residue was purified by column chromatography over silica gel using a mixture ... Starting materials: BrC1=C(C(=C(C=C1)O)OCC1CC1)I (4-bromo-2-cyclopropylmethoxy-3-iodophenol), ClC(F)F (chlorodifluoromethane), Cl (hydrochloric acid), aqueous solution, [OH-].[Na+] (sodium hydroxide). Reagents/catalysts: [Br-].C(CCC)[N+](CCCC)(CCCC)CCCC (tetrabutylammonium bromide). Run in C1(=CC=CC=C1)C (toluene). Run at time 30 minute. Yields the product BrC1=C(C(=C(C=C1)OC(F)F)OCC1CC1)I (1-Bromo-3-cyclopropylmethoxy-4-difluoromethoxy-2-iodobenzene). Yield: 92.1%. RXN SMILES: [Br:1][C:2]1[CH:7]=[CH:6][C:5]([OH:8])=[C:4]([O:9][CH2:10][CH:11]2[CH2:13][CH2:12]2)[C:3]=1[I:14].[OH-].[Na+].Cl[CH:18]([F:20])[F:19].Cl>[Br-].C([N+](CCCC)(CCCC)CCCC)CCC.C1(C)C=CC=CC=1>[Br:1][C:2]1[CH:7]=[CH:6][C:5]([O:8][CH:18]([F:20])[F:19])=[C:4]([O:9][CH2:10][CH:11]2[CH2:13][CH2:12]2)[C:3]=1[I:14] |f:1.2,5.6|. Procedure: To 20 ml of toluene solution containing 1.84 g (5.0 mmol) of 4-bromo-2-cyclopropylmethoxy-3-iodophenol obtained in Reference example 12-(d) were added 0.8 g (2.5 mmol) of tetrabutylammonium bromide and 10 ml of 35% aqueous solution of sodium hydroxide, and then, 5.0 g (62 mmol) of chlorodifluoromethane was blown thereinto at 80° C. over 30 minutes. After completion of the reaction, 2N hydrochloric acid was added to the reaction mixture to adjust a pH thereof to 5. The organic layer after separat...